Dataset: the Open Reaction Database (ORD), a public repository of structured organic reaction records. Task: describe an organic reaction: reactants, conditions, products, and yield Starting materials: CNC (dimethylamine), ClC1=NC(=NC(=N1)Cl)NCC(F)(F)F (2,4-dichloro-6-(2,2,2-trifluoroethylamino)-s-triazine), O (water). Run in CC(=O)C (acetone). Yields the product ClC1=NC(=NC(=N1)N(C)C)NCC(F)(F)F (2-chloro-4-dimethylamino-6-(2,2,2-trifluoroethylamino)-s-triazine). Yield: 93.0%. RXN SMILES: Cl[C:2]1[N:7]=[C:6]([Cl:8])[N:5]=[C:4]([NH:9][CH2:10][C:11]([F:14])([F:13])[F:12])[N:3]=1.[CH3:15][NH:16][CH3:17].O>CC(C)=O>[Cl:8][C:6]1[N:7]=[C:2]([N:16]([CH3:17])[CH3:15])[N:3]=[C:4]([NH:9][CH2:10][C:11]([F:14])([F:13])[F:12])[N:5]=1. Procedure: 14.8 g (0.06 mol) of 2,4-dichloro-6-(2,2,2-trifluoroethylamino)-s-triazine (prepared as described in Example 3) were dissolved in 100 ml of acetone, and 12 ml of an approximately 45% strength aqueous dimethylamine solution were added dropwise at room temperature. The temperature was kept below 30° C. by cooling with water. The reaction product was precipitated by further addition of water. 14 g (=93% of theory) of 2-chloro-4-dimethylamino-6-(2,2,2-trifluoroethylamino)-s-triazine were obtained; m... The reactants are Cl (hydrochloric acid), [H][H] (hydrogen), CCO (EtOH), C(#N)C=1C=C(C(=NC1)C(F)F)C(=O)OC (methyl 5-cyano-2-(difluoromethyl)pyridine-3-carboxylate), CCO (EtOH). The reagents and catalysts are [Pd] (palladium). Run at time 15 minute. Product: Cl.NCC=1C=C(C(=NC1)C(F)F)C(=O)OCC (Ethyl 5-(aminomethyl)-2-(difluoromethyl)pyridine-3-carboxylate hydrochloride). Yield: 96.0%. As a reaction SMILES: [C:1]([C:3]1[CH:4]=[C:5]([C:12]([O:14][CH3:15])=[O:13])[C:6]([CH:9]([F:11])[F:10])=[N:7][CH:8]=1)#[N:2].[ClH:16].[H][H].[CH3:19]CO>[Pd]>[ClH:16].[NH2:2][CH2:1][C:3]1[CH:4]=[C:5]([C:12]([O:14][CH2:15][CH3:19])=[O:13])[C:6]([CH:9]([F:11])[F:10])=[N:7][CH:8]=1 |f:5.6|. Procedure: Purge a mixture of methyl 5-cyano-2-(difluoromethyl)pyridine-3-carboxylate (160 g, 707.4 mmol) and EtOH (2 L) with nitrogen and stir 15 min. Add hydrochloric acid (37 wt % aqueous, 273 mL, 3183.2 mmol, 4.5 equiv) and palladium (5% on carbon, 48 g, 22.5 mmol, 0.031 equiv) in EtOH (100 mL), and stir the resulting suspension under 60 psi of hydrogen at room temperature for 70 min. Remove the solids by filtration over diatomaceous earth; wash the solid cake with EtOH (1 L); and concentrate the filtr... Reactants: C[C@H]1[C@@H]([C@H]([C@H]([C@@H](O1)OC[C@@H]2[C@H]([C@@H]([C@H]([C@@H](O2)OC=3C=C(C4=C(C3)OC(=CC4=O)C=5C=CC(=C(C5)O)OC)O)O)O)O)O)O)O (diosmin), [BH4-].[Na+] (NaBH4), [Pd] (palladium), [Pd] (palladium), Na2PdCl4, C[C@H]1[C@@H]([C@H]([C@H]([C@@H](O1)OC[C@@H]2[C@H]([C@@H]([C@H]([C@@H](O2)OC=3C=C(C4=C(C3)OC(=CC4=O)C=5C=CC(=C(C5)O)OC)O)O)O)O)O)O)O (diosmin), [Pd] (palladium), [Pd] (palladium). The solvent is O (DI water), O (DI water), O (DI water). Run at time 12 hour. Product: C[C@H]1[C@@H]([C@H]([C@H]([C@@H](O1)OC[C@@H]2[C@H]([C@@H]([C@H]([C@@H](O2)OC=3C=C(C4=C(C3)OC(=CC4=O)C=5C=CC(=C(C5)O)OC)O)O)O)O)O)O)O.[Pd] (Diosmin palladium). As a reaction SMILES: [CH3:1][C@@H:2]1[O:7][C@@H:6]([O:8][CH2:9][C@H:10]2[O:15][C@@H:14]([O:16][C:17]3[CH:18]=[C:19]([OH:37])[C:20]4[C:26](=[O:27])[CH:25]=[C:24]([C:28]5[CH:29]=[CH:30][C:31]([O:35][CH3:36])=[C:32]([OH:34])[CH:33]=5)[O:23][C:21]=4[CH:22]=3)[C@H:13]([OH:38])[C@@H:12]([OH:39])[C@@H:11]2[OH:40])[C@H:5]([OH:41])[C@H:4]([OH:42])[C@H:3]1[OH:43].[BH4-].[Na+].[Pd:46]>O>[CH3:1][C@@H:2]1[O:7][C@@H:6]([O:8][CH2:9][C@H:10]2[O:15][C@@H:14]([O:16][C:17]3[CH:18]=[C:19]([OH:37])[C:20]4[C:26](=[O:27])[CH:25]=[C:24]([C:28]5[CH:29]=[CH:30][C:31]([O:35][CH3:36])=[C:32]([OH:34])[CH:33]=5)[O:23][C:21]=4[CH:22]=3)[C@H:13]([OH:38])[C@@H:12]([OH:39])[C@@H:11]2[OH:40])[C@H:5]([OH:41])[C@H:4]([OH:42])[C@H:3]1[OH:43].[Pd:46] |f:1.2,5.6|. Procedure: Diosmin/palladium colloidal nanoparticle catalyst is prepared by dissolving 195 mg diosmin in a beaker containing 500 ml DI water at room temperature. With stirring, 300 mg Na2PdCl4 in 30 ml DI water is added and the mixture is vigorously stirred using air agitation. 100 mg NaBH4 in 10 ml DI water is then added to the solution with vigorous air agitation. The solution becomes black indicating reduction of palladium ions to palladium metal and the formation of palladium nanoparticles. The molar r... Starting materials: BrC1=NC=CC(=C1C#N)N1CCC(CC1)C1=CC=CC=C1 (2-Bromo-3-cyano-4-(4-phenylpiperidinyl)pyridine), O.NN (hydrazine monohydrate). Solvent: C1CCOC1 (THF). Conditions: temperature 160 celsius. Product: C(#N)C=1C(=NC=CC1N1CCC(CC1)C1=CC=CC=C1)NN ([3-Cyano-4-(4-phenylpiperidinyl)pyridin-2-yl]-hydrazine). Isolated yield 88.7%. As a reaction SMILES: Br[C:2]1[C:7]([C:8]#[N:9])=[C:6]([N:10]2[CH2:15][CH2:14][CH:13]([C:16]3[CH:21]=[CH:20][CH:19]=[CH:18][CH:17]=3)[CH2:12][CH2:11]2)[CH:5]=[CH:4][N:3]=1.O.[NH2:23][NH2:24]>C1COCC1>[C:8]([C:7]1[C:2]([NH:23][NH2:24])=[N:3][CH:4]=[CH:5][C:6]=1[N:10]1[CH2:15][CH2:14][CH:13]([C:16]2[CH:21]=[CH:20][CH:19]=[CH:18][CH:17]=2)[CH2:12][CH2:11]1)#[N:9] |f:1.2|. Procedure: To a solution of compound D6 (0.5 mg, 1.461 mmol) in THF (4 ml), was added hydrazine monohydrate (0.366 g, 7.305 mmol). The reaction mixture was heated at 160° C. under microwave irradiation for 15 min. After cooling, the resulting mixture was concentrated in vacuo. The residue thus obtained was purified by column chromatography (silica gel; DCM/7M solution of NH3 in MeOH up to 3% as eluent). The desired fractions were collected and concentrated in vacuo to yield intermediate compound D7 (0.380 ... Reactants: C1CCOC1 (THF), C(C)(C)C1=C2C(=NC(=C1)C#N)C(=NN2C)C (7-Isopropyl-1,3-dimethyl-1H-pyrazolo[4,3-b]pyridine-5-carbonitrile), Cl (HCl). The reagents and catalysts are [Pd] (Pd/C). Run in CCO (EtOH). Conditions: time 8 hour. Yields the product C(C)(C)C1=C2C(=NC(=C1)CN)C(=NN2C)C (C-(7-Isopropyl-1,3-dimethyl-1H-pyrazolo[4,3-b]pyridin-5-yl)-methylamine). Reaction SMILES: [CH:1]([C:4]1[CH:9]=[C:8]([C:10]#[N:11])[N:7]=[C:6]2[C:12]([CH3:16])=[N:13][N:14]([CH3:15])[C:5]=12)([CH3:3])[CH3:2].C1COCC1.Cl>CCO.[Pd]>[CH:1]([C:4]1[CH:9]=[C:8]([CH2:10][NH2:11])[N:7]=[C:6]2[C:12]([CH3:16])=[N:13][N:14]([CH3:15])[C:5]=12)([CH3:3])[CH3:2]. Procedure details: 7-Isopropyl-1,3-dimethyl-1H-pyrazolo[4,3-b]pyridine-5-carbonitrile (from the previous step, 91.05 g, 5.15 mmol) was dissolved in EtOH:THF:conc.HCl (25 mL:10 mL:1.5 mL). 400 mg of 10% Pd/C was added and the reaction mixture was stirred under hydrogen balloon overnight. The catalyst was filtered out and the filtrate was concentrated under reduced pressure to afford the title compound as a white solid. Spectroscopic data: 1H-NMR (300 MHz, CD3OD): δ ppm 1.41 (d, J=6.74 Hz, 6 H), 2.56 (s, 3 H), 3.77 ... The reactants are NC=1SC=C(N1)CC(NC1=CC(=CC=C1)C(F)(F)F)=O (2-amino-4-(3-trifluoromethylphenylcarbamoylmethyl)thiazole), CN=C=O (methyl isocyanate), O (water). The solvent is N1=CC=CC=C1 (pyridine). Run at time 8 hour. Product: CNC(NC=1SC=C(N1)CC(NC1=CC(=CC=C1)C(F)(F)F)=O)=O (2-(3-METHYLUREIDO)-4-(3-TRIFLUOROMETHYLPHENYLCARBAMOYLMETHYL)THIAZOLE). Isolated yield 84.6%. RXN SMILES: [NH2:1][C:2]1[S:3][CH:4]=[C:5]([CH2:7][C:8](=[O:20])[NH:9][C:10]2[CH:15]=[CH:14][CH:13]=[C:12]([C:16]([F:19])([F:18])[F:17])[CH:11]=2)[N:6]=1.[CH3:21][N:22]=[C:23]=[O:24].O>N1C=CC=CC=1>[CH3:21][NH:22][C:23](=[O:24])[NH:1][C:2]1[S:3][CH:4]=[C:5]([CH2:7][C:8](=[O:20])[NH:9][C:10]2[CH:15]=[CH:14][CH:13]=[C:12]([C:16]([F:19])([F:17])[F:18])[CH:11]=2)[N:6]=1. Procedure: A solution of 10 g (0.033 mole) of 2-amino-4-(3-trifluoromethylphenylcarbamoylmethyl)thiazole, and 2.3 g (0.04 mole) of methyl isocyanate in 50 ml of pyridine was heated at 50° for three hours. The reaction solution was mixed with 400 ml of water and allowed to stand overnight in the refrigerator. On the following morning, the crystalline solid was collected and dried in the oven. There was obtained 10 g of the desired product, m.p. 200°-203°. N.M.R. (dimethyl-d6 sulfoxide) ∂ 2.7-2.8 (CH3, doubl... Reactants: N12CC(C(CC1)CC2)O (3-Quinuclidinol), ClC=1C=C(C=CC1Cl)N=C=O (3,4-dichlorophenyl isocyanate). Product: N12CC(C(CC1)CC2)OC(NC2=CC(=C(C=C2)Cl)Cl)=O (N-(3,4-Dichlorophenyl)carbamic Acid 1-azabicyclo[2.2.2]octan-3-yl Ester). Yield: 60.0%. Reaction SMILES: [N:1]12[CH2:8][CH2:7][CH:4]([CH2:5][CH2:6]1)[CH:3]([OH:9])[CH2:2]2.[Cl:10][C:11]1[CH:12]=[C:13]([N:18]=[C:19]=[O:20])[CH:14]=[CH:15][C:16]=1[Cl:17]>>[N:1]12[CH2:8][CH2:7][CH:4]([CH2:5][CH2:6]1)[CH:3]([O:9][C:19](=[O:20])[NH:18][C:13]1[CH:14]=[CH:15][C:16]([Cl:17])=[C:11]([Cl:10])[CH:12]=1)[CH2:2]2. Reported procedure: 3-Quinuclidinol and 3,4-dichlorophenyl isocyanate were used. Filtration of the precipitated solid from the cooled reaction mixture afforded the title compound (60%) as a white solid: mp 181.0-184.0° C.; FAB LRMS m /z (relative intensity, %) 319 ([MH+ with two Cl37 ], 13), 318 (11), 317 ([MH+ with one Cl37 ], 71), 316 (18), 315 ([MH+ with two Cl35 ], 100). Reactants: [Si](C)(C)(C(C)(C)C)OCC=1N(C2=CC=C(C=C2C1)C(CCC)=NCC1=C(C=C(C=C1)OC)OC)C (N-(1-(2-((tert-butyldimethylsilyloxy)methyl)-1-methyl-1H-indol-5-yl)butylidene)-1-(2,4-dimethoxyphenyl)methanamine), COC=C(C(=O)OC)C(=O)OC (dimethyl 2-(methoxymethylene)malonate). The solvent is O(C1=CC=CC=C1)C1=CC=CC=C1 (Ph2O). Reaction conditions: temperature 190 celsius. Yields the product [Si](C)(C)(C(C)(C)C)OCC=1N(C2=CC=C(C=C2C1)C1=C(C=C(C(N1CC1=C(C=C(C=C1)OC)OC)=O)C(=O)OC)CC)C (methyl 6-(2-((tert-butyldimethylsilyloxy)methyl)-1-methyl-1H-indol-5-yl)-1-(2,4-dimethoxybenzyl)-5-ethyl-2-oxo-1,2-dihydropyridine-3-carboxylate). Reaction SMILES: [Si:1]([O:8][CH2:9][C:10]1[N:11]([CH3:35])[C:12]2[C:17]([CH:18]=1)=[CH:16][C:15]([C:19](=[N:23][CH2:24][C:25]1[CH:30]=[CH:29][C:28]([O:31][CH3:32])=[CH:27][C:26]=1[O:33][CH3:34])[CH2:20][CH2:21][CH3:22])=[CH:14][CH:13]=2)([C:4]([CH3:7])([CH3:6])[CH3:5])([CH3:3])[CH3:2].CO[CH:38]=[C:39]([C:44]([O:46]C)=O)[C:40]([O:42][CH3:43])=[O:41]>O(C1C=CC=CC=1)C1C=CC=CC=1>[Si:1]([O:8][CH2:9][C:10]1[N:11]([CH3:35])[C:12]2[C:17]([CH:18]=1)=[CH:16][C:15]([C:19]1[N:23]([CH2:24][C:25]3[CH:30]=[CH:29][C:28]([O:31][CH3:32])=[CH:27][C:26]=3[O:33][CH3:34])[C:44](=[O:46])[C:39]([C:40]([O:42][CH3:43])=[O:41])=[CH:38][C:20]=1[CH2:21][CH3:22])=[CH:14][CH:13]=2)([C:4]([CH3:5])([CH3:6])[CH3:7])([CH3:3])[CH3:2]. Reported procedure: N-(1-(2-((tert-butyldimethylsilyloxy)methyl)-1-methyl-1H-indol-5-yl)butylidene)-1-(2,4-dimethoxyphenyl)methanamine (5.94 g, 12.0 mmol), prepared according to procedure described in Example 164 Step 1, was suspended in Ph2O (20 mL) then dimethyl 2-(methoxymethylene)malonate (3.55 g, 20.4 mmol, 1.7 eq) was added. The reaction mixture was heated to 190° C. for 1 h before mixture was cooled to room temperature then purified by flash column chromatography (0-50% EtOAc in CH2Cl2) to give the title com... Starting materials: Sc1cccc(Br)c1, O=C(O)c1cc([N+](=O)[O-])ccc1Cl, [Cu], [K+], [OH-], O. The product is O=C(O)c1cc([N+](=O)[O-])ccc1Sc1cccc(Br)c1. As a reaction SMILES: [Br:1][c:2]1[cH:3][c:4]([SH:8])[cH:5][cH:6][cH:7]1.[Cl:11][c:12]1[c:13]([C:14](=[O:15])[OH:16])[cH:17][c:18]([N+:21](=[O:22])[O-:23])[cH:19][cH:20]1.[Cu:24].[K+:10].[OH-:9].[OH2:25]>>[Br:1][c:2]1[cH:3][c:4]([S:8][c:12]2[c:13]([C:14](=[O:15])[OH:16])[cH:17][c:18]([N+:21](=[O:22])[O-:23])[cH:19][cH:20]2)[cH:5][cH:6][cH:7]1. The reactants are CCCC(=O)c1cc(NCCN2CCCC2)cc(N2CCN(C(=O)OC(C)(C)C)CC2)c1, CO, Cl, C1COCCO1. The product is CCCC(=O)c1cc(NCCN2CCCC2)cc(N2CCNCC2)c1, Cl. RXN SMILES: [C:1]([CH2:2][CH2:3][CH3:4])(=[O:5])[c:6]1[cH:7][c:8]([N:20]2[CH2:21][CH2:22][N:23]([C:26]([O:27][C:28]([CH3:29])([CH3:30])[CH3:31])=[O:32])[CH2:24][CH2:25]2)[cH:9][c:10]([NH:12][CH2:13][CH2:14][N:15]2[CH2:16][CH2:17][CH2:18][CH2:19]2)[cH:11]1.[CH3:34][OH:35].[ClH:33].[O:36]1[CH2:37][CH2:38][O:39][CH2:40][CH2:41]1>>[C:1]([CH2:2][CH2:3][CH3:4])(=[O:5])[c:6]1[cH:7][c:8]([N:20]2[CH2:21][CH2:22][NH:23][CH2:24][CH2:25]2)[cH:9][c:10]([NH:12][CH2:13][CH2:14][N:15]2[CH2:16][CH2:17][CH2:18][CH2:19]2)[cH:11]1.[ClH:33].